From a dataset of the Open Reaction Database (ORD), a public repository of structured organic reaction records. describe an organic reaction: reactants, conditions, products, and yield The reactants are CCCCNCCCC, CS(C)=O, OCCCCl, O. The product is CCCCN(CCCC)CCCCl. Reaction SMILES: [CH2:6]([CH2:7][CH2:8][CH3:9])[NH:10][CH2:11][CH2:12][CH2:13][CH3:14].[CH3:15][S:16]([CH3:17])=[O:18].[Cl:1][CH2:2][CH2:3][CH2:4][OH:5].[OH2:19]>>[Cl:1][CH2:2][CH2:3][CH2:4][N:10]([CH2:6][CH2:7][CH2:8][CH3:9])[CH2:11][CH2:12][CH2:13][CH3:14]. Run in C1CCOC1 (THF). Procedure details: To a suspension of 0.592 g (14.8 mmol) of Nail in 30 mL of dry THF at 0° C. was added 3.32 g (12.3 mmol) of 4-benzyl-2-(S) -hydroxy-3-(R)-phenyl-morpholine prepared in step A. After 15 min 0.915 g of tetrabutylammonium iodide (2.47 mmol) and 2.4 mL (13 mmol) of 3,5-bis(trifluoromethyl)benzyl bromide were added. The resulting mixture was stirred at ice-bath temperature for 1 h, then poured into saturated NaHCO3 solution and extracted with ethyl acetate (EtOAc). The organic layers were combined, w... Reaction conditions: time 1 hour. Reactants: C(C1=CC=CC=C1)N1[C@@H]([C@H](OCC1)O)C1=CC=CC=C1 (4-benzyl-2-(S)-hydroxy-3-(R)-phenylmorpholine), C(=O)(O)[O-].[Na+] (NaHCO3), FC(C=1C=C(CBr)C=C(C1)C(F)(F)F)(F)F (3,5-bis(trifluoromethyl)benzyl bromide). Isolated yield 59.1%. As a reaction SMILES: [CH2:1]([N:8]1[CH2:13][CH2:12][O:11][C@H:10]([OH:14])[C@H:9]1[C:15]1[CH:20]=[CH:19][CH:18]=[CH:17][CH:16]=1)[C:2]1[CH:7]=[CH:6][CH:5]=[CH:4][CH:3]=1.[F:21][C:22]([F:36])([F:35])[C:23]1[CH:24]=[C:25]([CH:28]=[C:29]([C:31]([F:34])([F:33])[F:32])[CH:30]=1)[CH2:26]Br.C([O-])(O)=O.[Na+]>C1COCC1.[I-].C([N+](CCCC)(CCCC)CCCC)CCC>[CH2:1]([N:8]1[CH2:13][CH2:12][O:11][C@H:10]([O:14][CH2:26][C:25]2[CH:28]=[C:29]([C:31]([F:33])([F:34])[F:32])[CH:30]=[C:23]([C:22]([F:21])([F:35])[F:36])[CH:24]=2)[C@H:9]1[C:15]1[CH:20]=[CH:19][CH:18]=[CH:17][CH:16]=1)[C:2]1[CH:3]=[CH:4][CH:5]=[CH:6][CH:7]=1 |f:2.3,5.6|. Reagents/catalysts: [I-].C(CCC)[N+](CCCC)(CCCC)CCCC (tetrabutylammonium iodide). The product is C(C1=CC=CC=C1)N1[C@@H]([C@H](OCC1)OCC1=CC(=CC(=C1)C(F)(F)F)C(F)(F)F)C1=CC=CC=C1 (4-Benzyl-2-(S)-(3,5-bis(trifluoromethyl)benzyloxy)-3-(R)-phenylmorpholine).